From a dataset of the Open Reaction Database (ORD), a public repository of structured organic reaction records. describe an organic reaction: reactants, conditions, products, and yield As a reaction SMILES: [C:28]([OH:29])(=[O:30])[CH3:31].[CH3:24][CH2:25][OH:26].[CH3:32][CH2:33][O:34][C:35]([CH3:36])=[O:37].[F:1][CH:2]1[CH2:3][N:4]([c:8]2[cH:9][c:10]([N:17]3[CH2:18][CH2:19][N:20]([CH3:23])[CH2:21][CH2:22]3)[cH:11][cH:12][c:13]2[N+:14]([O-:15])=[O:16])[CH2:5][CH2:6][CH2:7]1.[Fe:38].[OH2:27]>>[F:1][CH:2]1[CH2:3][N:4]([c:8]2[cH:9][c:10]([N:17]3[CH2:18][CH2:19][N:20]([CH3:23])[CH2:21][CH2:22]3)[cH:11][cH:12][c:13]2[NH2:14])[CH2:5][CH2:6][CH2:7]1. The reactants are CC(=O)O, CCO, CCOC(C)=O, CN1CCN(c2ccc([N+](=O)[O-])c(N3CCCC(F)C3)c2)CC1, [Fe], O. The product is CN1CCN(c2ccc(N)c(N3CCCC(F)C3)c2)CC1.